Dataset: the Open Reaction Database (ORD), a public repository of structured organic reaction records. Task: describe an organic reaction: reactants, conditions, products, and yield Yields the product C(C)OC(CN1CCN(CC1)C1=CC=C(C=C1)NC1=NC=C(C(=N1)NCC1=CC=CC=C1)C(=O)N)=O (ethyl[4-(4-{[5-(aminocarbonyl)-4-(benzylamino)pyrimidin-2-yl]amino}phenyl)piperazin-1-yl]acetate). Procedure: A 5 ml portion of 1-methyl-2-pyrrolidone solution of 400 mg of 4-benzylamino-2-[(4-piperazin-1-ylphenyl)amino]pyrimidine-5-carboxamide was mixed with 0.12 ml of ethyl bromoacetate and 200 mg of potassium carbonate, followed by stirring at room temperature for 30 minutes. The reaction mixture was mixed with water, and the organic layer was extracted with ethyl acetate-THF mixed solvent. The organic layer was washed with water and saturated brine and dried over anhydrous magnesium sulfate, and the... Run at time 30 minute. Run in O (water). Reaction SMILES: CN1CCCC1=O.[CH2:8]([NH:15][C:16]1[C:21]([C:22]([NH2:24])=[O:23])=[CH:20][N:19]=[C:18]([NH:25][C:26]2[CH:31]=[CH:30][C:29]([N:32]3[CH2:37][CH2:36][NH:35][CH2:34][CH2:33]3)=[CH:28][CH:27]=2)[N:17]=1)[C:9]1[CH:14]=[CH:13][CH:12]=[CH:11][CH:10]=1.Br[CH2:39][C:40]([O:42][CH2:43][CH3:44])=[O:41].C(=O)([O-])[O-].[K+].[K+]>O>[CH2:43]([O:42][C:40](=[O:41])[CH2:39][N:35]1[CH2:36][CH2:37][N:32]([C:29]2[CH:30]=[CH:31][C:26]([NH:25][C:18]3[N:17]=[C:16]([NH:15][CH2:8][C:9]4[CH:14]=[CH:13][CH:12]=[CH:11][CH:10]=4)[C:21]([C:22]([NH2:24])=[O:23])=[CH:20][N:19]=3)=[CH:27][CH:28]=2)[CH2:33][CH2:34]1)[CH3:44] |f:3.4.5|. Starting materials: CN1C(CCC1)=O (1-methyl-2-pyrrolidone), C(C1=CC=CC=C1)NC1=NC(=NC=C1C(=O)N)NC1=CC=C(C=C1)N1CCNCC1 (4-benzylamino-2-[(4-piperazin-1-ylphenyl)amino]pyrimidine-5-carboxamide), BrCC(=O)OCC (ethyl bromoacetate), C([O-])([O-])=O.[K+].[K+] (potassium carbonate). Product: ClC1(CC1)C(CC1=C(C=CC=C1)Cl)(CN1N=CN=C1SC)O (2-(1-chloro-cyclopropyl)-1-(2-chlorophenyl)-3-(5-methylthio-1,2,4-triazol-1-yl)-propan-2-ol). Procedure: A mixture of 3.43 g (10 mmol) of 2-(1-chloro-cyclopropyl)-1-(2-chlorophenyl)-3-(5-mercapto-1,2,4-triazol-1-yl)-propan-2-ol, 20 ml of absolute acetonitrile and 1.38 g of (10 mmol) of potassium carbonate is treated with 0.93 ml (15 mmol) of methyl iodide and the mixture is stirred at 40° C. for 5 hours. The reaction mixture is then treated with saturated, aqueous sodium carbonate solution and extracted repeatedly using ethyl acetate. The combined organic phases are dried over sodium sulphate and c... The reactants are ClC1(CC1)C(CC1=C(C=CC=C1)Cl)(CN1N=CN=C1S)O (2-(1-chloro-cyclopropyl)-1-(2-chlorophenyl)-3-(5-mercapto-1,2,4-triazol-1-yl)-propan-2-ol), C([O-])([O-])=O.[K+].[K+] (potassium carbonate), C([O-])([O-])=O.[Na+].[Na+] (sodium carbonate), CI (methyl iodide). Yield: 94.9%. Conditions: temperature 40 celsius, time 5 hour. Reaction SMILES: [Cl:1][C:2]1([C:5]([OH:21])([CH2:14][N:15]2[C:19]([SH:20])=[N:18][CH:17]=[N:16]2)[CH2:6][C:7]2[CH:12]=[CH:11][CH:10]=[CH:9][C:8]=2[Cl:13])[CH2:4][CH2:3]1.[C:22](=O)([O-])[O-].[K+].[K+].CI.C(=O)([O-])[O-].[Na+].[Na+]>C(#N)C>[Cl:1][C:2]1([C:5]([OH:21])([CH2:14][N:15]2[C:19]([S:20][CH3:22])=[N:18][CH:17]=[N:16]2)[CH2:6][C:7]2[CH:12]=[CH:11][CH:10]=[CH:9][C:8]=2[Cl:13])[CH2:4][CH2:3]1 |f:1.2.3,5.6.7|. The solvent is C(C)#N (acetonitrile). Starting materials: Cc1cc(CBr)ccc1CO[Si](c1ccccc1)(c1ccccc1)C(C)(C)C, [Li]C(C)CC, O=CN1CCCCC1, C1CCOC1. Product: Cc1cc(C=O)ccc1CO[Si](c1ccccc1)(c1ccccc1)C(C)(C)C. RXN SMILES: [Br:1][CH2:2][c:3]1[cH:4][c:5]([CH3:28])[c:6]([CH2:7][O:8][Si:9]([c:10]2[cH:11][cH:12][cH:13][cH:14][cH:15]2)([c:16]2[cH:17][cH:18][cH:19][cH:20][cH:21]2)[C:22]([CH3:23])([CH3:24])[CH3:25])[cH:26][cH:27]1.[CH:29]([Li:30])([CH2:31][CH3:32])[CH3:33].[CH:34](=[O:35])[N:36]1[CH2:37][CH2:38][CH2:39][CH2:40][CH2:41]1.[O:42]1[CH2:43][CH2:44][CH2:45][CH2:46]1>>[CH:2]([c:3]1[cH:4][c:5]([CH3:28])[c:6]([CH2:7][O:8][Si:9]([c:10]2[cH:11][cH:12][cH:13][cH:14][cH:15]2)([c:16]2[cH:17][cH:18][cH:19][cH:20][cH:21]2)[C:22]([CH3:23])([CH3:24])[CH3:25])[cH:26][cH:27]1)=[O:35]. Starting materials: C(C)(C)C1NCCN2C1=CC=1C=CC(=CC21)SC (1-isopropyl-7-(methylthio)-1,2,3,4-tetrahydropyrazino[1,2-a]indole), CCN(C(C)C)C(C)C (DIPEA), ClC1=NC=C(C(=N1)C(F)(F)F)C(C)=O (1-(2-chloro-4-(trifluoromethyl)pyrimidin-5-yl)ethanone). Solvent: CC(C)O (i-PrOH). Run at time 8 hour. Yields the product C(C)(C)C1N(CCN2C1=CC=1C=CC(=CC21)SC)C2=NC=C(C(=N2)C(F)(F)F)C(C)=O (1-(2-(1-isopropyl-7-(methylthio)-3,4-dihydropyrazino[1,2-a]indol-2(1H)-yl)-4-(trifluoromethyl)pyrimidin-5-yl)ethanone). Isolated yield 70.4%. Reaction SMILES: [CH:1]([CH:4]1[C:9]2=[CH:10][C:11]3[CH:12]=[CH:13][C:14]([S:17][CH3:18])=[CH:15][C:16]=3[N:8]2[CH2:7][CH2:6][NH:5]1)([CH3:3])[CH3:2].CCN(C(C)C)C(C)C.Cl[C:29]1[N:34]=[C:33]([C:35]([F:38])([F:37])[F:36])[C:32]([C:39](=[O:41])[CH3:40])=[CH:31][N:30]=1>CC(O)C>[CH:1]([CH:4]1[C:9]2=[CH:10][C:11]3[CH:12]=[CH:13][C:14]([S:17][CH3:18])=[CH:15][C:16]=3[N:8]2[CH2:7][CH2:6][N:5]1[C:29]1[N:34]=[C:33]([C:35]([F:36])([F:37])[F:38])[C:32]([C:39](=[O:41])[CH3:40])=[CH:31][N:30]=1)([CH3:3])[CH3:2]. Reported procedure: To a solution of 1-isopropyl-7-(methylthio)-1,2,3,4-tetrahydropyrazino[1,2-a]indole (100 mg, 0.38 mmol) and DIPEA (246.72 mg, 1.91 mmol) in i-PrOH (2 mL) was added 1-(2-chloro-4-(trifluoromethyl)pyrimidin-5-yl)ethanone (172.50 mg, 0.76 mmol). The reaction mixture was stirred at rt overnight. The mixture was concentrated and purified by preparative TLC on silica gel eluting with PE/EtOAc 1:1 to afford 1-(2-(1-isopropyl-7-(methylthio)-3,4-dihydropyrazino[1,2-a]indol-2(1H)-yl)-4-(trifluoromethyl)py... Reactants: C1=CC=CC=2CN(CC3=C(C21)C=CC=C3)C#N (5,7-dihydro-6H-dibenz[c,e]azepine-6-carbonitrile), C1(=CC=CC=C1)CCO (2-phenylethanol). Yields the product C1=CC=CC=2CN(CC3=C(C21)C=CC=C3)C(OCCC3=CC=CC=C3)=N (2-phenylethyl 5,7-dihydro-6H-dibenz[c,e]azepine-6-carboximidate). RXN SMILES: [CH:1]1[C:11]2[C:10]3[CH:12]=[CH:13][CH:14]=[CH:15][C:9]=3[CH2:8][N:7]([C:16]#[N:17])[CH2:6][C:5]=2[CH:4]=[CH:3][CH:2]=1.[C:18]1([CH2:24][CH2:25][OH:26])[CH:23]=[CH:22][CH:21]=[CH:20][CH:19]=1>>[CH:1]1[C:11]2[C:10]3[CH:12]=[CH:13][CH:14]=[CH:15][C:9]=3[CH2:8][N:7]([C:16](=[NH:17])[O:26][CH2:25][CH2:24][C:18]3[CH:23]=[CH:22][CH:21]=[CH:20][CH:19]=3)[CH2:6][C:5]=2[CH:4]=[CH:3][CH:2]=1. Procedure details: starting from 5,7-dihydro-6H-dibenz[c,e]azepine-6-carbonitrile and 2-phenylethanol, there is obtained 2-phenylethyl 5,7-dihydro-6H-dibenz[c,e]azepine-6-carboximidate as a resin, mass spectrum m/e: M+ 342 (18), 237 (71), 194 (100), 105 (18); Starting materials: [Al+3], CC1CNCCC1(C)c1cccc(-c2c[nH]nn2)c1, CCN=C=NCCCN(C)C, CN(C)C=O, [Cl-], Cl, [H-], [H-], [H-], [H-], [Li+], [NH4+], [Na+], O=C(O)CCC1CCOC1, C1CCOC1, O, On1nnc2ccccc21, O=C([O-])O. Product: CC1CN(CCCC2CCOC2)CCC1(C)c1cccc(-c2c[nH]nn2)c1. RXN SMILES: [Al+3:59].[CH3:1][CH:2]1[CH2:3][NH:4][CH2:5][CH2:6][C:7]1([c:8]1[cH:9][c:10](-[c:14]2[n:15][n:16][nH:17][cH:18]2)[cH:11][cH:12][cH:13]1)[CH3:19].[CH3:31][N:32]([CH3:33])[CH2:34][CH2:35][CH2:36][N:37]=[C:38]=[N:39][CH2:40][CH3:41].[CH3:66][N:67]([CH3:68])[CH:69]=[O:70].[Cl-:64].[ClH:30].[H-:58].[H-:61].[H-:62].[H-:63].[Li+:60].[NH4+:65].[Na+:53].[O:20]1[CH2:21][CH:22]([CH2:25][CH2:26][C:27]([OH:28])=[O:29])[CH2:23][CH2:24]1.[O:71]1[CH2:72][CH2:73][CH2:74][CH2:75]1.[OH2:42].[OH:43][n:44]1[c:45]2[cH:46][cH:47][cH:48][cH:49][c:50]2[n:51][n:52]1.[OH:54][C:55](=[O:56])[O-:57]>>[CH3:1][CH:2]1[CH2:3][N:4]([CH2:27][CH2:26][CH2:25][CH:22]2[CH2:21][O:20][CH2:24][CH2:23]2)[CH2:5][CH2:6][C:7]1([c:8]1[cH:9][c:10](-[c:14]2[n:15][n:16][nH:17][cH:18]2)[cH:11][cH:12][cH:13]1)[CH3:19]. The reactants are BrCC=1C=C(C=CC1)CO ((3-(bromomethyl)phenyl)methanol), O1CCCC=C1 (3,4-dihydro-2H-pyran), C(O)([O-])=O.[Na+] (sodium hydrogen carbonate). Reagents/catalysts: O.C1(=CC=C(C=C1)S(=O)(=O)O)C (p-toluenesulfonic acid monohydrate). Run in C1CCOC1 (THF). Conditions: time 30 minute. Yields the product BrCC=1C=C(COC2OCCCC2)C=CC1 (2-((3-(bromomethyl)benzyl)oxy)tetrahydro-2H-pyran). Reaction SMILES: [Br:1][CH2:2][C:3]1[CH:4]=[C:5]([CH2:9][OH:10])[CH:6]=[CH:7][CH:8]=1.[O:11]1[CH:16]=[CH:15][CH2:14][CH2:13][CH2:12]1.C(=O)([O-])O.[Na+]>C1COCC1.O.C1(C)C=CC(S(O)(=O)=O)=CC=1>[Br:1][CH2:2][C:3]1[CH:4]=[C:5]([CH:6]=[CH:7][CH:8]=1)[CH2:9][O:10][CH:12]1[CH2:13][CH2:14][CH2:15][CH2:16][O:11]1 |f:2.3,5.6|. Reported procedure: To a solution of (3-(bromomethyl)phenyl)methanol (8.78 g) and 3,4-dihydro-2H-pyran (5.99 mL) in THF (60 mL) was added p-toluenesulfonic acid monohydrate (415 mg), and the mixture was stirred at room temperature for 30 min. To the reaction mixture was added an aqueous solution of sodium hydrogen carbonate (367 mg), and the mixture was extracted with ethyl acetate. The extract was washed with saturated aqueous sodium hydrogen carbonate solution and saturated brine, and dried over anhydrous magnesi... Reactants: BrC1=CC=C(C=C1)S (4-bromobenzenethiol), BrCC(=O)OC(C)(C)C (t-butyl bromoacetate), [OH-].[K+] (potassium hydroxide). Solvent: C(C)O (ethanol). Run at time 4 hour. Yields the product BrC1=CC=C(C=C1)SCC(=O)OC(C)(C)C (t-butyl [(4-bromophenyl)thio]acetate). Isolated yield 98.6%. As a reaction SMILES: [OH-].[K+].[Br:3][C:4]1[CH:9]=[CH:8][C:7]([SH:10])=[CH:6][CH:5]=1.Br[CH2:12][C:13]([O:15][C:16]([CH3:19])([CH3:18])[CH3:17])=[O:14]>C(O)C>[Br:3][C:4]1[CH:9]=[CH:8][C:7]([S:10][CH2:12][C:13]([O:15][C:16]([CH3:19])([CH3:18])[CH3:17])=[O:14])=[CH:6][CH:5]=1 |f:0.1|. Procedure details: 1.36 g of potassium hydroxide was dissolved in 38 ml ethanol by heating, allowed to cool, mixed with 3.8 g of 4-bromobenzenethiol, further with 3.8 g of silica gel and 2.96 ml of t-butyl bromoacetate, followed by stirring at room temperature for 4 hours. Silica gel was filtered off and the filtrate was concentrated and purified via column chromatography on silica gel (ethyl acetate:hexane=1:20) to give t-butyl [(4-bromophenyl)thio]acetate (5.98 g, 98.6%).